From a dataset of the Open Reaction Database (ORD), a public repository of structured organic reaction records. describe an organic reaction: reactants, conditions, products, and yield RXN SMILES: [C:1](OC)(=O)C=C.C(O)(=O)C(C)=C.N[C@@H:14]([CH2:18][CH2:19][C:20]([NH:22][C@H:23]([C:26](NCC(O)=O)=O)[CH2:24]S)=O)C(O)=O.CC(C)=O>O.CO.CCCCCC>[CH3:26][C:23]1[CH:24]=[CH:1][C:19]([CH:18]=[CH2:14])=[CH:20][N:22]=1. Solvent: CCCCCC (n-hexane), O (water), CO (methanol), O (water). Reactants: C(C=C)(=O)OC (methyl acrylate), N[C@H](C(=O)O)CCC(=O)N[C@@H](CS)C(=O)NCC(=O)O (glutathion), CC(=O)C (acetone), C(C(=C)C)(=O)O (methacrylic acid), ethylcellulose. Yields the product CC1=NC=C(C=C1)C=C (2-methyl-5-vinylpyridine). Reported procedure: methyl acrylate.methacrylic acid copolymer (molar ratio=2.4:1.9:1) (this copolymer being soluble in water at a pH lower than 4 or higher than 7 but not soluble in water at a pH of 4-7) and 100 g of ethylcellulose (ethoxy content: 48-50 w/w %) were dissolved in 2 liters of methanol, and 300 g of the glutathion-containing granules were dispersed therein. 2 liters of acetone and 8 liters of n-hexane were added gradually to the dispersion. The microcapsules thus formed were recovered by filtration, ... RXN SMILES: [C:1]([C:4]1[CH:24]=[CH:23][C:7]([O:8][CH2:9][CH2:10][CH2:11][O:12][C:13]2[CH:21]=[CH:20][C:16]([C:17]([OH:19])=[O:18])=[CH:15][C:14]=2[Br:22])=[C:6]([CH2:25][CH2:26][CH3:27])[C:5]=1[OH:28])(=[O:3])[CH3:2].[O:29]1[CH:34]=[CH:33][CH2:32][CH2:31][CH2:30]1.C1(C)C=CC(S(O)(=O)=O)=CC=1>C(Cl)Cl>[C:1]([C:4]1[CH:24]=[CH:23][C:7]([O:8][CH2:9][CH2:10][CH2:11][O:12][C:13]2[CH:21]=[CH:20][C:16]([C:17]([O:19][CH:30]3[CH2:31][CH2:32][CH2:33][CH2:34][O:29]3)=[O:18])=[CH:15][C:14]=2[Br:22])=[C:6]([CH2:25][CH2:26][CH3:27])[C:5]=1[OH:28])(=[O:3])[CH3:2]. Conditions: time 30 minute. Reported procedure: In methylene chloride (30 ml) was dissolved 4-[3-(4-acetyl-3-hydroxy-2-propylphenoxy)propoxy]-3-bromobenzoic acid (1.35 g). To the solution were added dihydropyran (0.9 ml) and p-toluene sulfonic acid.monohydrate (5 mg). The mixture was stirred at room temperature for 30 minutes, to which was further added methylene chloride (30 ml). The resulting solution was washed with an aqueous solution of sodium hydrogen carbonate and then with water, followed by drying with sodium sulfate. The solvent was... Reactants: monohydrate, O1CCCC=C1 (dihydropyran), C1(=CC=C(C=C1)S(=O)(=O)O)C (p-toluene sulfonic acid), C(C)(=O)C1=C(C(=C(OCCCOC2=C(C=C(C(=O)O)C=C2)Br)C=C1)CCC)O (4-[3-(4-acetyl-3-hydroxy-2-propylphenoxy)propoxy]-3-bromobenzoic acid). The product is C(C)(=O)C1=C(C(=C(OCCCOC2=C(C=C(C(=O)OC3OCCCC3)C=C2)Br)C=C1)CCC)O (tetrahydropyranyl 4-[3-(4-acetyl-3-hydroxy-2-propylphenoxy)propoxy]-3-bromobenzoate). The solvent is C(Cl)Cl (methylene chloride), C(Cl)Cl (methylene chloride). Reactants: IC1=C(C=CC=C1)OC (2-iodoanisole), C(CCC)[Li] (n-butyl lithium), Cl (hydrochloric acid), B(OC(C)C)(OC(C)C)OC(C)C (triisopropyl borate). Solvent: O1CCCC1 (tetrahydrofuran), CCCCCC (hexane), C(C)OCC (diethyl ether). Conditions: time 1.5 hour. The product is COC1=C(C=CC=C1)B(O)O (2-Methoxyphenylboronic acid). RXN SMILES: I[C:2]1[CH:7]=[CH:6][CH:5]=[CH:4][C:3]=1[O:8][CH3:9].C([Li])CCC.[B:15](OC(C)C)([O:20]C(C)C)[O:16]C(C)C.Cl>O1CCCC1.CCCCCC.C(OCC)C>[CH3:9][O:8][C:3]1[CH:4]=[CH:5][CH:6]=[CH:7][C:2]=1[B:15]([OH:20])[OH:16]. Procedure details: To a stirred, cold (-78° C.) solution of 2-iodoanisole (2.85 ml, 5.6 g) in 50 ml of tetrahydrofuran under nitrogen was added 10.0 ml of 2.5M n-butyl lithium in hexane. After 15 min. triisopropyl borate (3.38 ml, 4.7 g) was added and the reaction was allowed to come to and remain at room temperature for 1.5 hr. The mixture was poured into an excess of 2N hydrochloric acid and diethyl ether was added. The resulting mixture was stirred vigorously for 30 min. and the phases were separated. The ether... The reactants are COc1ccc(CN2C(=O)C3(COc4cc5c(cc43)OCO5)c3ccccc32)cn1, CC#N, C[Si](C)(C)Cl, [I-], [Na+], O. The product is O=C1N(Cc2ccc(=O)[nH]c2)c2ccccc2C12COc1cc3c(cc12)OCO3. RXN SMILES: [CH3:1][O:2][c:3]1[cH:4][cH:5][c:6]([CH2:9][N:10]2[C:11](=[O:30])[C:12]3([CH2:13][O:14][c:15]4[c:16]3[cH:17][c:18]3[c:19]([cH:23]4)[O:20][CH2:21][O:22]3)[c:24]3[cH:25][cH:26][cH:27][cH:28][c:29]32)[cH:7][n:8]1.[CH3:39][C:40]#[N:41].[Cl:34][Si:35]([CH3:36])([CH3:37])[CH3:38].[I-:32].[Na+:31].[OH2:33]>>[O:2]=[c:3]1[cH:4][cH:5][c:6]([CH2:9][N:10]2[C:11](=[O:30])[C:12]3([CH2:13][O:14][c:15]4[c:16]3[cH:17][c:18]3[c:19]([cH:23]4)[O:20][CH2:21][O:22]3)[c:24]3[cH:25][cH:26][cH:27][cH:28][c:29]32)[cH:7][nH:8]1.